Dataset: the Open Reaction Database (ORD), a public repository of structured organic reaction records. Task: describe an organic reaction: reactants, conditions, products, and yield The reactants are ClC=1C=C(NCCCC(=O)N(C)C)C=CC1Cl (4-(3',4'-dichloroanilino)-N,N-dimethylbutyramide), B (borane). The product is ClC=1C=C(C=CC1Cl)NCCCCN(C)C (N-(3',4'-dichlorophenyl)-N',N'-dimethylbutane-1,4-diamine). As a reaction SMILES: [Cl:1][C:2]1[CH:3]=[C:4]([CH:14]=[CH:15][C:16]=1[Cl:17])[NH:5][CH2:6][CH2:7][CH2:8][C:9]([N:11]([CH3:13])[CH3:12])=O.B>>[Cl:1][C:2]1[CH:3]=[C:4]([NH:5][CH2:6][CH2:7][CH2:8][CH2:9][N:11]([CH3:13])[CH3:12])[CH:14]=[CH:15][C:16]=1[Cl:17]. Procedure details: In the manner given in Example 24, 4-(3',4'-dichloroanilino)-N,N-dimethylbutyramide is reduced with borane in tetrahydrofuarn to give N-(3',4'-dichlorophenyl)-N',N'-dimethylbutane-1,4-diamine as an oil.